This data is from the Open Reaction Database (ORD), a public repository of structured organic reaction records. The task is: describe an organic reaction: reactants, conditions, products, and yield As a reaction SMILES: [CH3:25][CH2:26][OH:27].[CH3:28][CH2:29][O:30][C:31](=[O:32])[CH3:33].[CH:1]1([CH2:7][CH2:8][CH2:9][n:10]2[n:11][n:12][n:13](-[c:16]3[cH:17][cH:18][c:19]([N+:22]([O-:23])=[O:24])[cH:20][cH:21]3)[c:14]2=[O:15])[CH2:2][CH2:3][CH2:4][CH2:5][CH2:6]1>>[CH:1]1([CH2:7][CH2:8][CH2:9][n:10]2[n:11][n:12][n:13](-[c:16]3[cH:17][cH:18][c:19]([NH2:22])[cH:20][cH:21]3)[c:14]2=[O:15])[CH2:2][CH2:3][CH2:4][CH2:5][CH2:6]1. Starting materials: CCO, CCOC(C)=O, O=c1n(CCCC2CCCCC2)nnn1-c1ccc([N+](=O)[O-])cc1. Yields the product Nc1ccc(-n2nnn(CCCC3CCCCC3)c2=O)cc1. Reactants: COC(OC)N(C)C, CN(C)C=O, Cc1ncccc1-n1c(C)nc2ccc(F)cc2c1=O. The product is Cc1ncccc1-n1c(C=CN(C)C)nc2ccc(F)cc2c1=O. As a reaction SMILES: [CH3:21][O:22][CH:23]([N:24]([CH3:25])[CH3:26])[O:27][CH3:28].[CH3:29][N:30]([CH3:31])[CH:32]=[O:33].[F:1][c:2]1[cH:3][c:4]2[c:5](=[O:20])[n:6](-[c:13]3[c:14]([CH3:19])[n:15][cH:16][cH:17][cH:18]3)[c:7]([CH3:12])[n:8][c:9]2[cH:10][cH:11]1>>[F:1][c:2]1[cH:3][c:4]2[c:5](=[O:20])[n:6](-[c:13]3[c:14]([CH3:19])[n:15][cH:16][cH:17][cH:18]3)[c:7]([CH:12]=[CH:23][N:24]([CH3:25])[CH3:26])[n:8][c:9]2[cH:10][cH:11]1. Starting materials: C(C)(=O)O[C@H]1[C@H](SC2=CC=C(C=C2)C2=CC=C(C=C2)C#N)SC[C@H]([C@@H]1OC(C)=O)OC(C)=O (4-(4-cyanophenyl)phenyl 2,3,4-tri-O-acetyl-1,5-dithio-β-D-xylopyranoside), C[O-].[Na+] (sodium methylate). Product: S([C@H]1[C@H](O)[C@@H](O)[C@H](O)CS1)C1=CC=C(C=C1)C1=CC=C(C=C1)C#N (4-(4-cyanophenyl)phenyl 1,5-dithio-β-D-xylopyranoside). Isolated yield 79.5%. As a reaction SMILES: C([O:4][C@@H:5]1[C@@H:25]([O:26]C(=O)C)[C@H:24]([O:30]C(=O)C)[CH2:23][S:22][C@H:6]1[S:7][C:8]1[CH:13]=[CH:12][C:11]([C:14]2[CH:19]=[CH:18][C:17]([C:20]#[N:21])=[CH:16][CH:15]=2)=[CH:10][CH:9]=1)(=O)C.C[O-].[Na+]>>[S:7]([C:8]1[CH:9]=[CH:10][C:11]([C:14]2[CH:19]=[CH:18][C:17]([C:20]#[N:21])=[CH:16][CH:15]=2)=[CH:12][CH:13]=1)[C@@H:6]1[S:22][CH2:23][C@@H:24]([OH:30])[C@H:25]([OH:26])[C@H:5]1[OH:4] |f:1.2|. Procedure: If the procedure described in Preparation V is followed starting from 0.340 g (70.1.10-3 mol) of 4-(4-cyanophenyl)phenyl 2,3,4-tri-O-acetyl-1,5-dithio-β-D-xylopyranoside (Example 14a) and 17 ml of sodium methylate (8% w/v solution of Na in methanol), 0.200 g (yield: 80%) of the expected product is obtained after purification by recrystallization from methanol. The reactants are C(C)(C)(C)OC(=O)N1C(=CC2=CC=CC=C12)C=1C(N(C(=C(C1)N)C)COCC[Si](C)(C)C)=O (2-[5-Amino-6-methyl-2-oxo-1-(2-trimethylsilanyl-ethoxymethyl)-1,2-dihydro-pyridin-3-yl]-indole-1-carboxylic acid tert-butyl ester), FC1=CC=C(CN2N=CC(=C2)C(=O)O)C=C1 (1-(4-Fluoro-benzyl)-1H-pyrazole-4-carboxylic acid), C(C)(C)(C)OC(=O)N1C(=CC2=CC=CC=C12)C=1C(N(C(=C(C1)N)C)COCC[Si](C)(C)C)=O (2-[5-amino-6-methyl-2-oxo-1-(2-trimethylsilanyl-ethoxymethyl)-1,2-dihydropyridin-3-yl]indole-1-carboxylic acid tert-butyl ester), FC=1C=C(CN2N=CC(=C2)C(=O)O)C=CC1 (1-(3-Fluoro-benzyl)-1H-pyrazole-4-carboxylic acid). Yields the product C(C)(C)(C)OC(=O)N1C(=CC2=CC=CC=C12)C=1C(N(C(=C(C1)NC(=O)C=1C=NN(C1)CC1=CC(=CC=C1)F)C)COCC[Si](C)(C)C)=O (2-[5-{[1-(3-Fluoro-benzyl)-1H-pyrazole-4-carbonyl]-amino}-6-methyl-2-oxo-1-(2-trimethylsilanyl-ethoxymethyl)-1,2-dihydro-pyridin-3-yl]indole-1-carboxylic acid tert-butyl ester). RXN SMILES: [C:1]([O:5][C:6]([N:8]1[C:16]2[C:11](=[CH:12][CH:13]=[CH:14][CH:15]=2)[CH:10]=[C:9]1[C:17]1[C:18](=[O:33])[N:19]([CH2:25][O:26][CH2:27][CH2:28][Si:29]([CH3:32])([CH3:31])[CH3:30])[C:20]([CH3:24])=[C:21]([NH2:23])[CH:22]=1)=[O:7])([CH3:4])([CH3:3])[CH3:2].[F:34][C:35]1[CH:36]=[C:37]([CH:47]=[CH:48][CH:49]=1)[CH2:38][N:39]1[CH:43]=[C:42]([C:44](O)=[O:45])[CH:41]=[N:40]1.FC1C=CC(CN2C=C(C(O)=O)C=N2)=CC=1>>[C:1]([O:5][C:6]([N:8]1[C:16]2[C:11](=[CH:12][CH:13]=[CH:14][CH:15]=2)[CH:10]=[C:9]1[C:17]1[C:18](=[O:33])[N:19]([CH2:25][O:26][CH2:27][CH2:28][Si:29]([CH3:30])([CH3:32])[CH3:31])[C:20]([CH3:24])=[C:21]([NH:23][C:44]([C:42]2[CH:41]=[N:40][N:39]([CH2:38][C:37]3[CH:47]=[CH:48][CH:49]=[C:35]([F:34])[CH:36]=3)[CH:43]=2)=[O:45])[CH:22]=1)=[O:7])([CH3:4])([CH3:3])[CH3:2]. Procedure details: The title compound was prepared according to the experimental used in Example 20, Step 4 with intermediate (7d), 2-[5-amino-6-methyl-2-oxo-1-(2-trimethylsilanyl-ethoxymethyl)-1,2-dihydropyridin-3-yl]indole-1-carboxylic acid tert-butyl ester, and 1-(3-Fluoro-benzyl)-1H-pyrazole-4-carboxylic acid, which was synthesised according to the protocol described for intermediate (6e) in Example 21. The resultant crude product was purified by flash chromatography on SiO2 with hexane—50% ethyl acetate/hexan...